This data is from the Open Reaction Database (ORD), a public repository of structured organic reaction records. The task is: describe an organic reaction: reactants, conditions, products, and yield Starting materials: O=C([O-])[O-], CN=C=O, [K+], [K+], C1CCOC1, Oc1cccc(C2CCCN2Cc2ccncc2)c1. Yields the product CNC(=O)Oc1cccc(C2CCCN2Cc2ccncc2)c1. As a reaction SMILES: [C:20](=[O:21])([O-:22])[O-:23].[CH3:26][N:27]=[C:28]=[O:29].[K+:24].[K+:25].[O:30]1[CH2:31][CH2:32][CH2:33][CH2:34]1.[n:1]1[cH:2][cH:3][c:4]([CH2:7][N:8]2[CH:9]([c:13]3[cH:14][c:15]([OH:19])[cH:16][cH:17][cH:18]3)[CH2:10][CH2:11][CH2:12]2)[cH:5][cH:6]1>>[n:1]1[cH:2][cH:3][c:4]([CH2:7][N:8]2[CH:9]([c:13]3[cH:14][c:15]([O:19][C:28]([NH:27][CH3:26])=[O:29])[cH:16][cH:17][cH:18]3)[CH2:10][CH2:11][CH2:12]2)[cH:5][cH:6]1.